The task is: describe an organic reaction: reactants, conditions, products, and yield. This data is from the Open Reaction Database (ORD), a public repository of structured organic reaction records. The reactants are C(C)OC([C@H](CC1=CC=C(C=C1)OCC(=O)O)OC)=O ((2S)-3-(4-carboxymethoxy-phenyl)-2-methoxy-propionic acid ethyl ester), C1(CCCC1)N (cyclopentylamine), C(C)O[C@H](C(=O)O)CC1=CC=C(C=C1)O[C@H](C)C(NCCC1=CC=C(C=C1)OC1=CC=CC=C1)=O ((2S,1R)-2-ethoxy-3-(4-{1-[2-(4-phenoxy-phenyl)-ethylcarbamoyl]-ethoxy}-phenyl)-propionic acid). Yields the product C1(CCCC1)NC(=O)COC1=CC=C(C=C1)C[C@@H](C(=O)O)OC ((2S)-3-(4-cyclopentylcarbamoylmethoxy-phenyl)-2-methoxy-propionic acid). RXN SMILES: C(OC(=O)[C@@H](OC)CC1C=CC(OCC(O)=O)=CC=1)C.C1(N)CCCC1.[CH2:27]([O:29][C@@H:30]([CH2:34][C:35]1[CH:40]=[CH:39][C:38]([O:41][C@@H:42]([C:44](=[O:61])[NH:45][CH2:46][CH2:47][C:48]2[CH:53]=[CH:52]C(OC3C=CC=CC=3)=CC=2)C)=[CH:37][CH:36]=1)[C:31]([OH:33])=[O:32])C>>[CH:46]1([NH:45][C:44]([CH2:42][O:41][C:38]2[CH:37]=[CH:36][C:35]([CH2:34][C@H:30]([O:29][CH3:27])[C:31]([OH:33])=[O:32])=[CH:40][CH:39]=2)=[O:61])[CH2:47][CH2:48][CH2:53][CH2:52]1. Reported procedure: The title compound was prepared from (2S)-3-(4-carboxymethoxy-phenyl)-2-methoxy-propionic acid ethyl ester (PREPARATION 3, step 2) and cyclopentylamine via the same procedure used for the preparation of (2S,1R)-2-ethoxy-3-(4-{1-[2-(4-phenoxy-phenyl)-ethylcarbamoyl]-ethoxy}-phenyl)-propionic acid (Example 1, step 3) to produce a colorless oil. MS (ES) for C17H23NO5 [M−H]−: 320. The reactants are COC=C1C(=O)NC(=O)c2ccc(Br)cc21, CCOCC, CN(C)C=O, Nc1ccc(CN2CCCCC2)cc1. The product is O=C1NC(=O)c2ccc(Br)cc2C1=CNc1ccc(CN2CCCCC2)cc1. As a reaction SMILES: [Br:1][c:2]1[cH:3][c:4]2[c:9]([cH:10][cH:11]1)[C:8](=[O:12])[NH:7][C:6](=[O:13])[C:5]2=[CH:14][O:15][CH3:16].[CH2:36]([O:37][CH2:38][CH3:39])[CH3:40].[CH3:31][N:32]([CH3:33])[CH:34]=[O:35].[N:17]1([CH2:23][c:24]2[cH:25][cH:26][c:27]([NH2:30])[cH:28][cH:29]2)[CH2:18][CH2:19][CH2:20][CH2:21][CH2:22]1>>[Br:1][c:2]1[cH:3][c:4]2[c:9]([cH:10][cH:11]1)[C:8](=[O:12])[NH:7][C:6](=[O:13])[C:5]2=[CH:14][NH:30][c:27]1[cH:26][cH:25][c:24]([CH2:23][N:17]2[CH2:18][CH2:19][CH2:20][CH2:21][CH2:22]2)[cH:29][cH:28]1. Starting materials: C(C)OC(CC1=C(NC2=CC=C(C=C12)OC)CCN)=O (2-aminoethyl-5-methoxy-indole-3-acetic acid ethyl ester), ( d ), ClC1=CC=C(C(=O)Cl)C=C1 (p-chlorobenzoyl chloride), 21, [OH-].[Na+] (sodium hydroxide). Solvent: C(Cl)Cl (methylene chloride). The product is C(C)OC(CC1=C(NC2=CC=C(C=C12)OC)CCNC(C1=CC=C(C=C1)Cl)=O)=O (2-[(p-chlorobenzoyl-amino)-ethyl]-5-methoxy-indole-3-acetic acid ethyl ester). Reaction SMILES: [CH2:1]([O:3][C:4](=[O:20])[CH2:5][C:6]1[C:14]2[C:9](=[CH:10][CH:11]=[C:12]([O:15][CH3:16])[CH:13]=2)[NH:8][C:7]=1[CH2:17][CH2:18][NH2:19])[CH3:2].[OH-].[Na+].[Cl:23][C:24]1[CH:32]=[CH:31][C:27]([C:28](Cl)=[O:29])=[CH:26][CH:25]=1>C(Cl)Cl>[CH2:1]([O:3][C:4](=[O:20])[CH2:5][C:6]1[C:14]2[C:9](=[CH:10][CH:11]=[C:12]([O:15][CH3:16])[CH:13]=2)[NH:8][C:7]=1[CH2:17][CH2:18][NH:19][C:28](=[O:29])[C:27]1[CH:31]=[CH:32][C:24]([Cl:23])=[CH:25][CH:26]=1)[CH3:2] |f:1.2|. Reported procedure: 61.7 g (0.223 mol) of the 2-aminoethyl-5-methoxy-indole-3-acetic acid ethyl ester produced in (d) are dissolved in 600 ml of methylene chloride and the solution is covered with a layer of 150 ml of 2 N sodium hydroxide solution. A solution of 43 g (0.245 mol) of p-chlorobenzoyl chloride is added, at 0°-5°, in the course of 21/2 hours, while stirring vigorously, and extraction by stirring is then carried out for a further hour. The methylene chloride phase is then separated off, washed with water... The reactants are CO, Cl, [Na+], [OH-], O, COC(=O)CCCCCCCC1c2ccc(O)cc2SCC1(C)c1ccc(O)cc1. Product: CC1(c2ccc(O)cc2)CSc2cc(O)ccc2C1CCCCCCCC(=O)O. Reaction SMILES: [CH3:35][OH:36].[ClH:33].[Na+:32].[OH-:31].[OH2:34].[OH:1][c:2]1[cH:3][cH:4][c:5]2[c:10]([cH:11]1)[S:9][CH2:8][C:7]([CH3:12])([c:13]1[cH:14][cH:15][c:16]([OH:19])[cH:17][cH:18]1)[CH:6]2[CH2:20][CH2:21][CH2:22][CH2:23][CH2:24][CH2:25][CH2:26][C:27](=[O:28])[O:29][CH3:30]>>[OH:1][c:2]1[cH:3][cH:4][c:5]2[c:10]([cH:11]1)[S:9][CH2:8][C:7]([CH3:12])([c:13]1[cH:14][cH:15][c:16]([OH:19])[cH:17][cH:18]1)[CH:6]2[CH2:20][CH2:21][CH2:22][CH2:23][CH2:24][CH2:25][CH2:26][C:27](=[O:28])[OH:29]. The reactants are CC1=C(C=CC(=C1)C(=O)O)C1=C(C=CC=C1)C(F)(F)F (2-methyl-2′-(trifluoromethyl)biphenyl-4-carboxylic acid), CC=1C=C(C(=O)OC)C=CC1C1=CSC=C1C (methyl 3-methyl-4-(4-methyl-3-thienyl)benzoate). Yields the product CC=1C=C(C(=O)O)C=CC1C1=CSC=C1C (3-methyl-4-(4-methyl-3-thienyl)benzoic acid). Reaction SMILES: CC1C=C(C(O)=O)C=CC=1C1C=CC=CC=1C(F)(F)F.[CH3:21][C:22]1[CH:23]=[C:24]([CH:29]=[CH:30][C:31]=1[C:32]1[C:36]([CH3:37])=[CH:35][S:34][CH:33]=1)[C:25]([O:27]C)=[O:26]>>[CH3:21][C:22]1[CH:23]=[C:24]([CH:29]=[CH:30][C:31]=1[C:32]1[C:36]([CH3:37])=[CH:35][S:34][CH:33]=1)[C:25]([OH:27])=[O:26]. Procedure details: The title compound was prepared following procedure described for Intermediate 5, step 2, but starting from methyl 3-methyl-4-(4-methyl-3-thienyl)benzoate (2.0 g; 8.12 mmol; 1 eq.), affording Intermediate 6 as a beige solid. 1H NMR: (DMSO-d6, 300 MHz) δ 12.97 (s, 1H), 7.91 (s, 1H), 7.84-7.81 (dd, J=8.12 Hz, J=1.87 Hz; 1H), 7.41 (d, J=3.20 Hz, 1H), 7.35-7.34 (m, 1H), 7.28-7.26 (d, J=7.80 Hz, 1H), 2.18 (s, 3H), 2 (s, 3H). LC/MS (Method A): 232.9 (M+H)+; 231.0 (M−H)−. HPLC (max plot) Rt 4.26 min (P... Reactants: Cl, O=C(O)c1cc2cc(F)ccc2[nH]1, NC(Cc1ccccc1)C(=O)N1CCC(O)CC1. Product: O=C(NC(Cc1ccccc1)C(=O)N1CCC(O)CC1)c1cc2cc(F)ccc2[nH]1. As a reaction SMILES: [ClH:1].[F:20][c:21]1[cH:22][c:23]2[cH:24][c:25]([C:30](=[O:31])[OH:32])[nH:26][c:27]2[cH:28][cH:29]1.[NH2:2][CH:3]([C:4](=[O:5])[N:6]1[CH2:7][CH2:8][CH:9]([OH:12])[CH2:10][CH2:11]1)[CH2:13][c:14]1[cH:15][cH:16][cH:17][cH:18][cH:19]1>>[NH:2]([CH:3]([C:4](=[O:5])[N:6]1[CH2:7][CH2:8][CH:9]([OH:12])[CH2:10][CH2:11]1)[CH2:13][c:14]1[cH:15][cH:16][cH:17][cH:18][cH:19]1)[C:30]([c:25]1[cH:24][c:23]2[cH:22][c:21]([F:20])[cH:29][cH:28][c:27]2[nH:26]1)=[O:31]. Reactants: ClCCl, CO, CC(C)[SiH](C(C)C)C(C)C, CCOC(=O)CN1C(=O)C(CC(=O)NOC(c2ccccc2)(c2ccccc2)c2ccccc2)SC1=Nc1cc(-n2c(=O)cc(C(F)(F)F)n(C)c2=O)c(F)cc1Cl, O=C(O)C(F)(F)F. Product: CCOC(=O)CN1C(=O)C(CC(=O)NO)SC1=Nc1cc(-n2c(=O)cc(C(F)(F)F)n(C)c2=O)c(F)cc1Cl. RXN SMILES: [CH2:78]([Cl:79])[Cl:80].[CH3:69][OH:70].[CH:59]([SiH:60]([CH:61]([CH3:62])[CH3:63])[CH:64]([CH3:65])[CH3:66])([CH3:67])[CH3:68].[Cl:1][c:2]1[c:3]([N:22]=[C:23]2[S:24][CH:25]([CH2:35][C:36]([NH:37][O:38][C:39]([c:40]3[cH:41][cH:42][cH:43][cH:44][cH:45]3)([c:46]3[cH:47][cH:48][cH:49][cH:50][cH:51]3)[c:52]3[cH:53][cH:54][cH:55][cH:56][cH:57]3)=[O:58])[C:26](=[O:34])[N:27]2[CH2:28][C:29](=[O:30])[O:31][CH2:32][CH3:33])[cH:4][c:5](-[n:9]2[c:10](=[O:21])[n:11]([CH3:20])[c:12]([C:16]([F:17])([F:18])[F:19])[cH:13][c:14]2=[O:15])[c:6]([F:8])[cH:7]1.[OH:71][C:72]([C:73]([F:74])([F:75])[F:76])=[O:77]>>[Cl:1][c:2]1[c:3]([N:22]=[C:23]2[S:24][CH:25]([CH2:35][C:36]([NH:37][OH:38])=[O:58])[C:26](=[O:34])[N:27]2[CH2:28][C:29](=[O:30])[O:31][CH2:32][CH3:33])[cH:4][c:5](-[n:9]2[c:10](=[O:21])[n:11]([CH3:20])[c:12]([C:16]([F:17])([F:18])[F:19])[cH:13][c:14]2=[O:15])[c:6]([F:8])[cH:7]1. Starting materials: C(C1=CC=CC=C1)N1C[C@@H](CCC1)OC=1C2=C(N=CN1)OC(=C2C2=CC=C(C=C2)OC)C2=C(C=CC=C2)F (4-{[(3R)-1-benzylpiperidin-3-yl]oxy}-6-(2-fluorophenyl)-5-(4-methoxyphenyl)furo[2,3-d]pyrimidine), solution, C(=O)O (formic acid). Reagents/catalysts: [Pd] (palladium black). Solvent: CO (methanol). Run at time 2 day. The product is C(=O)O.FC1=C(C=CC=C1)C1=C(C2=C(N=CN=C2O[C@H]2CNCCC2)O1)C1=CC=C(C=C1)OC (6-(2-Fluorophenyl)-5-(4-methoxyphenyl)-4-[(3R)-piperidin-3-yloxy]furo[2,3-d]pyrimidine formate). Reaction SMILES: C([N:8]1[CH2:13][CH2:12][CH2:11][C@@H:10]([O:14][C:15]2[C:16]3[C:23]([C:24]4[CH:29]=[CH:28][C:27]([O:30][CH3:31])=[CH:26][CH:25]=4)=[C:22]([C:32]4[CH:37]=[CH:36][CH:35]=[CH:34][C:33]=4[F:38])[O:21][C:17]=3[N:18]=[CH:19][N:20]=2)[CH2:9]1)C1C=CC=CC=1.[CH:39]([OH:41])=[O:40]>CO.[Pd]>[CH:39]([OH:41])=[O:40].[F:38][C:33]1[CH:34]=[CH:35][CH:36]=[CH:37][C:32]=1[C:22]1[O:21][C:17]2[N:18]=[CH:19][N:20]=[C:15]([O:14][C@@H:10]3[CH2:11][CH2:12][CH2:13][NH:8][CH2:9]3)[C:16]=2[C:23]=1[C:24]1[CH:25]=[CH:26][C:27]([O:30][CH3:31])=[CH:28][CH:29]=1 |f:4.5|. Procedure: Add 400 mg of palladium black to an argon-blanketed solution of 510 mg (1.00 mmol) of 4-{[(3R)-1-benzylpiperidin-3-yl]oxy}-6-(2-fluorophenyl)-5-(4-methoxyphenyl)furo[2,3-d]pyrimidine in 5 ml of a 4.4% solution of formic acid in methanol, and stir at room temperature for two days. After filtering off the catalyst, wash the catalyst residue with methanol/water. Concentrate the filtrate under reduced pressure and purify the residue by means of preparative RP-HPLC (eluent: water/acetonitrile gradien...